From a dataset of the Open Reaction Database (ORD), a public repository of structured organic reaction records. describe an organic reaction: reactants, conditions, products, and yield The reactants are BrC=1C=C2C(=NNC(C2=CC1)=O)Cl (6-bromo-4-chloro-2H-phthalazin-1-one), ClC1=C(CN)C(=CC=C1)F (2-chloro-6-fluoro-benzylamine), C=1C=CC(=CC1)P(C=2C=CC=CC2)C3=CC=C4C=CC=CC4=C3C5=C6C=CC=CC6=CC=C5P(C=7C=CC=CC7)C=8C=CC=CC8 (rac-BINAP), CC(C)(C)[O-].[Na+] (NaOt-Bu). The reagents and catalysts are C=1C=CC(=CC1)/C=C/C(=O)/C=C/C2=CC=CC=C2.C=1C=CC(=CC1)/C=C/C(=O)/C=C/C2=CC=CC=C2.C=1C=CC(=CC1)/C=C/C(=O)/C=C/C2=CC=CC=C2.[Pd].[Pd] (Pd2(dba)3). Solvent: CC(=O)N(C)C (DMA), CCOC(=O)C (EtOAc). Product: ClC1=NNC(C2=CC=C(C=C12)NCC1=C(C=CC=C1F)Cl)=O (4-Chloro-6-(2-chloro-6-fluoro-benzylamino)-2H-phthalazin-1-one). Reaction SMILES: Br[C:2]1[CH:3]=[C:4]2[C:9](=[CH:10][CH:11]=1)[C:8](=[O:12])[NH:7][N:6]=[C:5]2[Cl:13].[Cl:14][C:15]1[CH:22]=[CH:21][CH:20]=[C:19]([F:23])[C:16]=1[CH2:17][NH2:18].C1C=CC(P(C2C(C3C(P(C4C=CC=CC=4)C4C=CC=CC=4)=CC=C4C=3C=CC=C4)=C3C(C=CC=C3)=CC=2)C2C=CC=CC=2)=CC=1.CC([O-])(C)C.[Na+]>CC(N(C)C)=O.CCOC(C)=O.C1C=CC(/C=C/C(/C=C/C2C=CC=CC=2)=O)=CC=1.C1C=CC(/C=C/C(/C=C/C2C=CC=CC=2)=O)=CC=1.C1C=CC(/C=C/C(/C=C/C2C=CC=CC=2)=O)=CC=1.[Pd].[Pd]>[Cl:13][C:5]1[C:4]2[C:9](=[CH:10][CH:11]=[C:2]([NH:18][CH2:17][C:16]3[C:19]([F:23])=[CH:20][CH:21]=[CH:22][C:15]=3[Cl:14])[CH:3]=2)[C:8](=[O:12])[NH:7][N:6]=1 |f:3.4,7.8.9.10.11|. Procedure: A mixture 6-bromo-4-chloro-2H-phthalazin-1-one (150 mg, 0.58 mmol), 2-chloro-6-fluoro-benzylamine (102 mg, 0.64 mmol), Pd2(dba)3 (53 mg, 0.058 mmol), rac-BINAP (108 mg, 0.17 mmol) and NaOt-Bu (140 mg, 1.45 mmol) in DMA (6 mL) was heated at 80° C. for 1 h. The mixture was allowed to cool, diluted with EtOAc (25 mL) and washed with water (25 mL). The organic layer was dried over anhydrous sodium sulfate and concentrated. Chromatography on silica (EtOAc/hexanes) yielded the title compound. 4-Chloro... Starting materials: ClC1=C(C=C(C(=C1)OC1=NC=C(C=C1Br)C(F)(F)F)Cl)O (2,5-dichloro-4-(3-bromo-5-trifluoromethyl-2-pyridyloxy)phenol), C([O-])([O-])=O.[K+].[K+] (potassium carbonate), ClC(=CCCl)Cl (1,1,3-trichloropropene), ice water, crude product. The solvent is CN(C=O)C (N,N-dimethylformamide), CN(C=O)C (N,N-dimethylformamide). Yields the product ClC1=C(C=C(C(=C1)OC1=NC=C(C=C1Br)C(F)(F)F)Cl)OCC=C(Cl)Cl (2,5-dichloro-4-(3-bromo-5-trifiuoromethyl-2-pyridyloxy)-1-(3,3-dichloro-2-propenyloxy)benzene). Yield: 82.8%. As a reaction SMILES: [Cl:1][C:2]1[CH:7]=[C:6]([O:8][C:9]2[C:14]([Br:15])=[CH:13][C:12]([C:16]([F:19])([F:18])[F:17])=[CH:11][N:10]=2)[C:5]([Cl:20])=[CH:4][C:3]=1[OH:21].C(=O)([O-])[O-].[K+].[K+].[Cl:28][C:29]([Cl:33])=[CH:30][CH2:31]Cl>CN(C)C=O>[Cl:1][C:2]1[CH:7]=[C:6]([O:8][C:9]2[C:14]([Br:15])=[CH:13][C:12]([C:16]([F:17])([F:19])[F:18])=[CH:11][N:10]=2)[C:5]([Cl:20])=[CH:4][C:3]=1[O:21][CH2:31][CH:30]=[C:29]([Cl:33])[Cl:28] |f:1.2.3|. Procedure details: To a mixture of 0.77 g of 2,5-dichloro-4-(3-bromo-5-trifluoromethyl-2-pyridyloxy)phenol, 0.29 g of potassium carbonate and 20 ml of N,N-dimethylformamide, a solution prepared by dissolving 0.31 g of 1,1,3-trichloropropene in 5 ml of N,N-dimethylformamide was added dropwise at room temperature with stirring. After stirring at room temperature for 10 hours, the reaction solution was poured into ice-water, and extracted twice with 50 ml of ethyl acetate. Then, the ethyl acetate layers were combined... Starting materials: C1(=CC=CC=C1)CC(=O)NC1[C@@H]2N(C(C(S2)(CBr)C)C(=O)OC(C)C2CC2)C1=O (1-cyclopropylethyl 6-(2-phenylacetamido)-2-methyl-2-bromomethylpenam-3-carboxylate), N1=CC=CC=C1 (pyridine). Solvent: C1=CC=CC=C1 (benzene). Yields the product C1(=CC=CC=C1)CC(=O)NC1[C@@H]2N(C(=C(CS2)C)C(=O)OC(C)C2CC2)C1=O (1-cyclopropylethyl 7-(2-phenylacetamido)-3-methyl-3-cephem-4-carboxylate). Isolated yield 62.5%. Reaction SMILES: [C:1]1([CH2:7][C:8]([NH:10][CH:11]2[C:28](=[O:29])[N:13]3[CH:14]([C:20]([O:22][CH:23]([CH:25]4[CH2:27][CH2:26]4)[CH3:24])=[O:21])[C:15]([CH3:19])([CH2:17]Br)[S:16][C@H:12]23)=[O:9])[CH:6]=[CH:5][CH:4]=[CH:3][CH:2]=1.N1C=CC=CC=1>C1C=CC=CC=1>[C:1]1([CH2:7][C:8]([NH:10][CH:11]2[C:28](=[O:29])[N:13]3[C:14]([C:20]([O:22][CH:23]([CH:25]4[CH2:26][CH2:27]4)[CH3:24])=[O:21])=[C:15]([CH3:19])[CH2:17][S:16][C@H:12]23)=[O:9])[CH:6]=[CH:5][CH:4]=[CH:3][CH:2]=1. Reported procedure: A solutiion of 1-cyclopropylethyl 6-(2-phenylacetamido)-2-methyl-2-bromomethylpenam-3-carboxylate (0.5 g) and pyridine (0.20 g.) in benzene (12 cc) was heated under reflux for 3 hours. After cooling, the benzene layer was washed with water, dried and then concentrated. The residue was subjected to chromatography on silica gel to yield crystals (0.26 g.) of 1-cyclopropylethyl 7-(2-phenylacetamido)-3-methyl-3-cephem-4-carboxylate, m.p. 108°-112° C.